This data is from the Open Reaction Database (ORD), a public repository of structured organic reaction records. The task is: describe an organic reaction: reactants, conditions, products, and yield Starting materials: CC(=O)O, CO, CCCc1c(O)ccc2c1OC(C)(CCC(=O)OC)CC2=O. Product: CCCc1c(O)ccc2c1OC(C)(CCC(=O)OC)CC2. As a reaction SMILES: [CH3:23][C:24](=[O:25])[OH:26].[CH3:27][OH:28].[OH:1][c:2]1[c:3]([CH2:20][CH2:21][CH3:22])[c:4]2[c:5]([cH:18][cH:19]1)[C:6](=[O:17])[CH2:7][C:8]([CH3:10])([CH2:11][CH2:12][C:13](=[O:14])[O:15][CH3:16])[O:9]2>>[OH:1][c:2]1[c:3]([CH2:20][CH2:21][CH3:22])[c:4]2[c:5]([cH:18][cH:19]1)[CH2:6][CH2:7][C:8]([CH3:10])([CH2:11][CH2:12][C:13](=[O:14])[O:15][CH3:16])[O:9]2.